Task: describe an organic reaction: reactants, conditions, products, and yield. Dataset: the Open Reaction Database (ORD), a public repository of structured organic reaction records Starting materials: O1C(CCCC1)ONC(=O)[C@@H](C\C=C\C1=CC=CC=C1)[C@H](C(=O)NN1C(N(CC1=O)C)=S)CC(C)C ((E)-2(R)-[1(S)-[(tetrahydro-2(RS)-pyranyloxy)carbamoyl]-4-phenyl-3-butenyl]-4-methyl-N-(3-methyl-5-oxo-2-thioxo-1-imidazolidinyl)valeramide), O.C1(=CC=C(C=C1)S(=O)(=O)O)C (p-toluenesulphonic acid monohydrate). Run in CO (methanol). Conditions: time 2.5 hour. The product is ONC(=O)[C@@H](C\C=C\C1=CC=CC=C1)[C@H](C(=O)NN1C(N(CC1=O)C)=S)CC(C)C ((E)-2(R)-[1(S)-(Hydroxycarbamoyl)-4-phenyl-3-butenyl]-4-methyl-N-(3-methyl-5-oxo-2-thioxo-1-imidazolidinyl)valeramide). Isolated yield 27.4%. RXN SMILES: O1CCCCC1[O:7][NH:8][C:9]([C@H:11]([C@@H:21]([CH2:33][CH:34]([CH3:36])[CH3:35])[C:22]([NH:24][N:25]1[C:29](=[O:30])[CH2:28][N:27]([CH3:31])[C:26]1=[S:32])=[O:23])[CH2:12]/[CH:13]=[CH:14]/[C:15]1[CH:20]=[CH:19][CH:18]=[CH:17][CH:16]=1)=[O:10].O.C1(C)C=CC(S(O)(=O)=O)=CC=1>CO>[OH:7][NH:8][C:9]([C@H:11]([C@@H:21]([CH2:33][CH:34]([CH3:36])[CH3:35])[C:22]([NH:24][N:25]1[C:29](=[O:30])[CH2:28][N:27]([CH3:31])[C:26]1=[S:32])=[O:23])[CH2:12]/[CH:13]=[CH:14]/[C:15]1[CH:16]=[CH:17][CH:18]=[CH:19][CH:20]=1)=[O:10] |f:1.2|. Procedure details: A solution of 0.209 g of (E)-2(R)-[1(S)-[(tetrahydro-2(RS)-pyranyloxy)carbamoyl]-4-phenyl-3-butenyl]-4-methyl-N-(3-methyl-5-oxo-2-thioxo-1-imidazolidinyl)valeramide in 5 ml of methanol was treated with 0.020 g of p-toluenesulphonic acid monohydrate. The mixture was stirred for 2.5 hours at room temperature and then evaporated. The residue was dissolved in ethyl acetate and washed with 5% aqueous sodium hydrogen carbonate. The organic layer was dried over anhydrous magnesium sulphate and evaporat... Reactants: C1(CCCCCC1)=C(C1=CC=C(C=C1)/C=C/C(=O)O)C1=CC=C(C=C1)O ((2E)-3-{4-[cycloheptylidene(4-hydroxyphenyl)methyl]phenyl}-2-propenoic acid), C(Cl)Cl (CH2Cl2), C(C(=O)Cl)(=O)Cl (oxalyl chloride). Reagents/catalysts: CN(C)C=O (DMF). Run in CN(C)C=O (DMF). Run at time 2 hour. Yields the product C1(CCCCCC1)=C(C1=CC=C(C=C1)/C=C/C(=O)Cl)C1=CC=C(C=C1)O ((2E)-3-{4-[Cycloheptylidene(4-hydroxyphenyl)methyl]phenyl}-2-propenoyl chloride). Reaction SMILES: [C:1]1(=[C:8]([C:20]2[CH:25]=[CH:24][C:23]([OH:26])=[CH:22][CH:21]=2)[C:9]2[CH:14]=[CH:13][C:12](/[CH:15]=[CH:16]/[C:17](O)=[O:18])=[CH:11][CH:10]=2)[CH2:7][CH2:6][CH2:5][CH2:4][CH2:3][CH2:2]1.C(Cl)[Cl:28].C(Cl)(=O)C(Cl)=O>CN(C=O)C>[C:1]1(=[C:8]([C:20]2[CH:25]=[CH:24][C:23]([OH:26])=[CH:22][CH:21]=2)[C:9]2[CH:14]=[CH:13][C:12](/[CH:15]=[CH:16]/[C:17]([Cl:28])=[O:18])=[CH:11][CH:10]=2)[CH2:7][CH2:6][CH2:5][CH2:4][CH2:3][CH2:2]1. Procedure details: To a mixture of (2E)-3-{4-[cycloheptylidene(4-hydroxyphenyl)methyl]phenyl}-2-propenoic acid (11) (0.3 g, 0.861 mmol) and dry CH2Cl2 (5 mL) was added oxalyl chloride (0.15 mL, 1.72 mmol) slowly, followed by DMF (2 drops). The reaction mixture became a clear solution immediately after the addition of DMF. The reaction mixture was stirred at room temperature for 2 h under nitrogen. The reaction mixture was concentrated to give 39 as an oily residue that was used without further purification. 1H NMR... The reactants are CC(C)(NC(=O)c1ccc(N2CC(F)(F)C2)c(OCC2CC2)n1)c1nccs1, CC(C)CC(N)c1cccnn1. The product is CC(C)CC(NC(=O)c1ccc(N2CC(F)(F)C2)c(OCC2CC2)n1)c1cccnn1. RXN SMILES: [CH3:1][C:2]([NH:3][C:10](=[O:11])[c:12]1[n:13][c:14]([O:24][CH2:25][CH:26]2[CH2:27][CH2:28]2)[c:15]([N:18]2[CH2:19][C:20]([F:22])([F:23])[CH2:21]2)[cH:16][cH:17]1)([c:4]1[s:5][cH:6][cH:7][n:8]1)[CH3:9].[CH3:29][CH:30]([CH2:31][CH:32]([NH2:33])[c:34]1[n:35][n:36][cH:37][cH:38][cH:39]1)[CH3:40]>>[C:10](=[O:11])([c:12]1[n:13][c:14]([O:24][CH2:25][CH:26]2[CH2:27][CH2:28]2)[c:15]([N:18]2[CH2:19][C:20]([F:22])([F:23])[CH2:21]2)[cH:16][cH:17]1)[NH:33][CH:32]([CH2:31][CH:30]([CH3:29])[CH3:40])[c:34]1[n:35][n:36][cH:37][cH:38][cH:39]1. Reactants: ester, C(C1=CC=CC=C1)(=O)NC(C(CN(C(=O)N1[C@H](C(=O)OCC2=CC=CC=C2)CCC1)CCCCNC(=O)OCC1=CC=CC=C1)O)CC1=CC=CC=C1 (1-[[[3-(Benzoylamino)-2-hydroxy-4-phenylbutyl][[[(phenylmethoxy)carbonyl]amino]butyl]amino]carbonyl]-L-proline, phenylmethyl ester), Cl (hydrochloric acid). Reagents/catalysts: [Pd] (palladium on carbon). The solvent is C(C)O (ethanol). Reaction conditions: time 24 hour. Product: Cl.NCCCCN(C(=O)N1[C@H](C(=O)O)CCC1)CC(C(CC1=CC=CC=C1)NC(C1=CC=CC=C1)=O)O (1-[[(4-aminobutyl)[3-(benzoylamino)-2-hydroxy-4-phenylbutyl]amino]carbonyl]-L-proline, monohydrochloride). As a reaction SMILES: [C:1]([NH:9][CH:10]([CH2:47][C:48]1[CH:53]=[CH:52][CH:51]=[CH:50][CH:49]=1)[CH:11]([OH:46])[CH2:12][N:13]([CH2:31][CH2:32][CH2:33][CH2:34][NH:35]C(OCC1C=CC=CC=1)=O)[C:14]([N:16]1[CH2:30][CH2:29][CH2:28][C@H:17]1[C:18]([O:20]CC1C=CC=CC=1)=[O:19])=[O:15])(=[O:8])[C:2]1[CH:7]=[CH:6][CH:5]=[CH:4][CH:3]=1.[ClH:54]>[Pd].C(O)C>[ClH:54].[NH2:35][CH2:34][CH2:33][CH2:32][CH2:31][N:13]([CH2:12][CH:11]([OH:46])[CH:10]([NH:9][C:1](=[O:8])[C:2]1[CH:3]=[CH:4][CH:5]=[CH:6][CH:7]=1)[CH2:47][C:48]1[CH:53]=[CH:52][CH:51]=[CH:50][CH:49]=1)[C:14]([N:16]1[CH2:30][CH2:29][CH2:28][C@H:17]1[C:18]([OH:20])=[O:19])=[O:15] |f:4.5|. Reported procedure: The ester product from part (g) is taken into 40 ml. of 95% ethanol, 0.584 ml. of 1N hydrochloric acid, and 50 mg. of palladium on carbon catalyst (10%). The mixture is stirred under hydrogen pressure for 24 hours. The reaction mixture is then filtered and concentrated to dryness in vacuo. The crude product is purified on an LH-20 column in water to yield 1-[[(4-aminobutyl)[3-(benzoylamino)-2-hydroxy-4-phenylbutyl]amino]carbonyl]-L-proline, monohydrochloride. Reactants: C1=C(C=CC2=CC=CC=C12)C(=O)Cl (2-naphthoyl chloride), C=CC1=CC=CC=C1 (styrene), C(CCC)N(CCCC)CCCC (tri-n-butylamine). Reagents/catalysts: C(C)(=O)[O-].[Pd+2].C(C)(=O)[O-] (palladium acetate). Run in C(CCC)(=O)OCC (ethyl butyrate). The product is C(=CC1=CC=CC=C1)C1=CC2=CC=CC=C2C=C1 (2-styrylnaphthalene). Isolated yield 44.5%. RXN SMILES: [CH:1]1[C:10]2[C:5](=[CH:6][CH:7]=[CH:8][CH:9]=2)[CH:4]=[CH:3][C:2]=1[C:11](Cl)=O.C=[CH:15][C:16]1[CH:21]=[CH:20][CH:19]=[CH:18][CH:17]=1.C(N(CCCC)CCCC)CCC>C(OCC)(=O)CCC.C([O-])(=O)C.[Pd+2].C([O-])(=O)C>[CH:11]([C:2]1[CH:3]=[CH:4][C:5]2[C:10](=[CH:9][CH:8]=[CH:7][CH:6]=2)[CH:1]=1)=[CH:15][C:16]1[CH:21]=[CH:20][CH:19]=[CH:18][CH:17]=1 |f:4.5.6|. Procedure: The procedure described in Example 1 is followed, except that 19.1 g (0.1 mol) of 2-naphthoyl chloride, 13.1 g (0.125 mol) of styrene, 23.2 g (0.125 mol) of tri-n-butylamine and 0.225 g (0.001 mol) of palladium acetate are used. After a reaction time of 2 hours at 130° C., in 100 ml of ethyl butyrate, 10.2 g (0.0445 mol) of 2-styrylnaphthalene, corresponding to a yield of 44.5% of theory, are obtained; melting point 143°-145° C. The reactants are NC1=NC(=C(C(=N1)C=1OC=CC1)C#N)S(=O)C (2-amino-4-furan-2-yl-6-methanesulfinyl-pyrimidine-5-carbonitrile), CC=1C=C(CN)C=CC1 (3-methylbenzylamine). Solvent: COCCOC (DME). The product is NC1=NC(=C(C(=N1)C=1OC=CC1)C#N)NCC1=CC(=CC=C1)C (2-Amino-4-furan-2-yl-6-(3-methyl-benzylamino)-pyrimidine-5-carbonitrile). As a reaction SMILES: [NH2:1][C:2]1[N:7]=[C:6]([C:8]2[O:9][CH:10]=[CH:11][CH:12]=2)[C:5]([C:13]#[N:14])=[C:4](S(C)=O)[N:3]=1.[CH3:18][C:19]1[CH:20]=[C:21]([CH:24]=[CH:25][CH:26]=1)[CH2:22][NH2:23]>COCCOC>[NH2:1][C:2]1[N:7]=[C:6]([C:8]2[O:9][CH:10]=[CH:11][CH:12]=2)[C:5]([C:13]#[N:14])=[C:4]([NH:23][CH2:22][C:21]2[CH:24]=[CH:25][CH:26]=[C:19]([CH3:18])[CH:20]=2)[N:3]=1. Procedure: From 2-amino-4-furan-2-yl-6-methanesulfinyl-pyrimidine-5-carbonitrile and 3-methylbenzylamine in DME. ES-MS m/e (%): 306 (M+H+, 100). Starting materials: NC1=C(C=C(C=C1)CC(=O)OC(C)(C)C)OC (tert-butyl 4-amino-3-methoxyphenylacetate), ClC1=C(C(=CC=C1)Cl)N=C=O (2,6-dichlorophenyl isocyanate). Run in C1CCOC1 (THF). Run at time 18 hour. Product: ClC1=C(C(=CC=C1)Cl)NC(NC1=C(C=C(C=C1)CC(=O)OC(C)(C)C)OC)=O (tert-butyl 4-[N′-(2,6-dichlorophenyl)ureido]-3-methoxyphenylacetate). The yield is 59.0%. RXN SMILES: [NH2:1][C:2]1[CH:7]=[CH:6][C:5]([CH2:8][C:9]([O:11][C:12]([CH3:15])([CH3:14])[CH3:13])=[O:10])=[CH:4][C:3]=1[O:16][CH3:17].[Cl:18][C:19]1[CH:24]=[CH:23][CH:22]=[C:21]([Cl:25])[C:20]=1[N:26]=[C:27]=[O:28]>C1COCC1>[Cl:18][C:19]1[CH:24]=[CH:23][CH:22]=[C:21]([Cl:25])[C:20]=1[NH:26][C:27](=[O:28])[NH:1][C:2]1[CH:7]=[CH:6][C:5]([CH2:8][C:9]([O:11][C:12]([CH3:14])([CH3:13])[CH3:15])=[O:10])=[CH:4][C:3]=1[O:16][CH3:17]. Reported procedure: To a mixture of tert-butyl 4-amino-3-methoxyphenylacetate (2.15 g, 9.04 mmol), 2,6-dichlorophenyl isocyanate (1.70 g, 9.04 mmol) in THF (40 ml) was added Et3 N (0.25 ml, 9.04 mmol) at room temperature. After 18 h stirring, the reaction mixture was concentrated in vacuo. The residue was triturated by the addition of n-hexane, to give tert-butyl 4-[N′-(2,6-dichlorophenyl)ureido]-3-methoxyphenylacetate (2.27 g, 59%) as a colorless powder. mp 177–181° C. (dec.); 1H-NMR (CDCl3) δ 1.43 (s, 9H), 3.74 (... Reactants: ClC1=NC=CC(=N1)C=1C(=NN2C1C(=CC=C2)F)C=2C=C(C=CC2)NC(C(F)(F)F)=O (N-{3-[3-(2-chloro-4-pyrimidinyl)-4-fluoropyrazolo[1,5-a]pyridin-2-yl]phenyl}-2,2,2-trifluoroacetamide), [Li+].[OH-] (LiOH), C(=O)(O)[O-].[Na+] (NaHCO3). Solvent: C1CCOC1 (THF), O (water). Reaction conditions: time 15 hour. Yields the product ClC1=NC=CC(=N1)C=1C(=NN2C1C(=CC=C2)F)C=2C=C(N)C=CC2 (3-[3-(2-chloro-4-pyrimidinyl)-4-fluoropyrazolo[1,5-a]pyridin-2-yl]aniline). The yield is 96.2%. As a reaction SMILES: [Cl:1][C:2]1[N:7]=[C:6]([C:8]2[C:9]([C:18]3[CH:19]=[C:20]([NH:24]C(=O)C(F)(F)F)[CH:21]=[CH:22][CH:23]=3)=[N:10][N:11]3[CH:16]=[CH:15][CH:14]=[C:13]([F:17])[C:12]=23)[CH:5]=[CH:4][N:3]=1.[Li+].[OH-].C([O-])(O)=O.[Na+]>C1COCC1.O>[Cl:1][C:2]1[N:7]=[C:6]([C:8]2[C:9]([C:18]3[CH:19]=[C:20]([CH:21]=[CH:22][CH:23]=3)[NH2:24])=[N:10][N:11]3[CH:16]=[CH:15][CH:14]=[C:13]([F:17])[C:12]=23)[CH:5]=[CH:4][N:3]=1 |f:1.2,3.4|. Reported procedure: To the solution of N-{3-[3-(2-chloro-4-pyrimidinyl)-4-fluoropyrazolo[1,5-a]pyridin-2-yl]phenyl}-2,2,2-trifluoroacetamide (0.40 g) in THF (27 mL) and water (3 mL) was added 5% LiOH solution (2.3 mL). The reaction was kept stirring at RT for 15 h and was worked up with sat. NaHCO3 solution (20 mL) and extracted with EtOAc (2×20 mL). The organic phase was dried (Na2SO4) and concentrated to afford the crude 3-[3-(2-chloro-4-pyrimidinyl)-4-fluoropyrazolo[1,5-a]pyridin-2-yl]aniline (0.30 g, 95% yield)... Starting materials: OCCC(=O)C(CCCCCCC(=O)O)CCCC(CCCCC)O (8-(3-hydroxypropionyl)-12-hydroxyheptadecanoic acid), ClC(=O)[O-] (chloroformate). Run in C(Cl)(Cl)Cl (chloroform). Run at time 24 hour. Yields the product C(C=C)(=O)C(CCCCCCC(=O)O)CCCC(CCCCC)O (8-Acryloyl-12-hydroxyheptadecanoic Acid). Reaction SMILES: O[CH2:2][CH2:3][C:4]([CH:6]([CH2:16][CH2:17][CH2:18][CH:19]([OH:25])[CH2:20][CH2:21][CH2:22][CH2:23][CH3:24])[CH2:7][CH2:8][CH2:9][CH2:10][CH2:11][CH2:12][C:13]([OH:15])=[O:14])=[O:5].ClC([O-])=O>C(Cl)(Cl)Cl>[C:4]([CH:6]([CH2:16][CH2:17][CH2:18][CH:19]([OH:25])[CH2:20][CH2:21][CH2:22][CH2:23][CH3:24])[CH2:7][CH2:8][CH2:9][CH2:10][CH2:11][CH2:12][C:13]([OH:15])=[O:14])(=[O:5])[CH:3]=[CH2:2]. Reported procedure: A solution of 8-(3-hydroxypropionyl)-12-hydroxyheptadecanoic acid . 1/3 chloroformate (Example 8, Step G) (3.58 g., 0.01 mole) in chloroform (5 ml.) is applied to a silica gel column (100 g., E. Merck, Darmstadt, 0.05-0.2 mm.). The column is allowed to stand at 25° for 24 hours, then eluted with chloroform-methanol (98:2) to slowly elute the title compound as a pale yellow oil. Reactants: C1CCOC1, O=C1CCC(=O)N1Cl, CCn1nccc1-c1cc(C(=O)OC)oc1Cl. Yields the product CCn1ncc(Cl)c1-c1cc(C(=O)OC)oc1Cl. Reaction SMILES: [CH2:26]1[O:27][CH2:28][CH2:29][CH2:30]1.[Cl:18][N:19]1[C:20](=[O:21])[CH2:22][CH2:23][C:24]1=[O:25].[Cl:1][c:2]1[c:3](-[c:11]2[cH:12][cH:13][n:14][n:15]2[CH2:16][CH3:17])[cH:4][c:5]([C:7](=[O:8])[O:9][CH3:10])[o:6]1>>[Cl:1][c:2]1[c:3](-[c:11]2[c:12]([Cl:18])[cH:13][n:14][n:15]2[CH2:16][CH3:17])[cH:4][c:5]([C:7](=[O:8])[O:9][CH3:10])[o:6]1.